From a dataset of the Open Reaction Database (ORD), a public repository of structured organic reaction records. describe an organic reaction: reactants, conditions, products, and yield The reactants are ClC1=CC=C2CC(NC2=C1)=O (6-chlorooxindole), N1CCCC1 (pyrrolidine), ClC1=C(C=O)C=C(C=C1)Cl (2,5-dichloro-benzaldehyde). The solvent is CO (methanol). The product is ClC1=CC=C2/C(/C(NC2=C1)=O)=C/C1=C(C=CC(=C1)Cl)Cl (Z-6-Chloro-3-(2,5-dichloro-benzylidene)-1,3-dihydro-indol-2-one). The yield is 107.8%. RXN SMILES: [Cl:1][C:2]1[CH:9]=[CH:8][C:7]([Cl:10])=[CH:6][C:3]=1[CH:4]=O.[Cl:11][C:12]1[CH:20]=[C:19]2[C:15]([CH2:16][C:17](=[O:21])[NH:18]2)=[CH:14][CH:13]=1.N1CCCC1>CO>[Cl:11][C:12]1[CH:20]=[C:19]2[C:15](/[C:16](=[CH:4]/[C:3]3[CH:6]=[C:7]([Cl:10])[CH:8]=[CH:9][C:2]=3[Cl:1])/[C:17](=[O:21])[NH:18]2)=[CH:14][CH:13]=1. Reported procedure: In a manner similar to the method described in Example 227b, 2,5-dichloro-benzaldehyde (5 g, 28.57 mmol) was reacted with 6-chlorooxindole (4.77 g, 28.57 mmol) and pyrrolidine (2.43 g, 34.3 mmol) in methanol to give title compound as yellow solid (10 g). Starting materials: CCOC(=O)CCc1ccc(C(C)(C)C)c(NC(=O)CC2c3ccccc3Oc3ccccc32)c1, CC(C)C[Al+]CC(C)C, CCCCCC, Cl, [H-], C1CCOC1. Product: CC(C)(C)c1ccc(CCCO)cc1NC(=O)CC1c2ccccc2Oc2ccccc21. Reaction SMILES: [C:17]([CH3:18])([CH3:19])([CH3:20])[c:21]1[c:22]([NH:34][C:35]([CH2:36][CH:37]2[c:38]3[cH:39][cH:40][cH:41][cH:42][c:43]3[O:44][c:45]3[cH:46][cH:47][cH:48][cH:49][c:50]32)=[O:51])[cH:23][c:24]([CH2:27][CH2:28][C:29](=[O:30])[O:31][CH2:32][CH3:33])[cH:25][cH:26]1.[CH2:8]([Al+:9][CH2:10][CH:11]([CH3:12])[CH3:13])[CH:14]([CH3:15])[CH3:16].[CH3:1][CH2:2][CH2:3][CH2:4][CH2:5][CH3:6].[ClH:52].[H-:7].[O:53]1[CH2:54][CH2:55][CH2:56][CH2:57]1>>[C:17]([CH3:18])([CH3:19])([CH3:20])[c:21]1[c:22]([NH:34][C:35]([CH2:36][CH:37]2[c:38]3[cH:39][cH:40][cH:41][cH:42][c:43]3[O:44][c:45]3[cH:46][cH:47][cH:48][cH:49][c:50]32)=[O:51])[cH:23][c:24]([CH2:27][CH2:28][CH2:29][OH:30])[cH:25][cH:26]1. The reactants are BrCc1ccccc1, O=C1CNc2ncc(I)cc2N1. Product: O=C1CNc2ncc(I)cc2N1Cc1ccccc1. As a reaction SMILES: [Br:13][CH2:14][c:15]1[cH:16][cH:17][cH:18][cH:19][cH:20]1.[I:1][c:2]1[cH:3][c:4]2[c:5]([n:11][cH:12]1)[NH:6][CH2:7][C:8](=[O:10])[NH:9]2>>[I:1][c:2]1[cH:3][c:4]2[c:5]([n:11][cH:12]1)[NH:6][CH2:7][C:8](=[O:10])[N:9]2[CH2:14][c:15]1[cH:16][cH:17][cH:18][cH:19][cH:20]1. Starting materials: O=C(O)c1cc(F)ccc1S, OCc1cccc(S)c1. Yields the product OCc1cc(F)ccc1S. As a reaction SMILES: [F:1][c:2]1[cH:3][cH:4][c:5]([SH:11])[c:6]([C:7](=[O:8])[OH:9])[cH:10]1.[SH:12][c:13]1[cH:14][c:15]([CH2:16][OH:17])[cH:18][cH:19][cH:20]1>>[F:1][c:2]1[cH:3][cH:4][c:5]([SH:11])[c:6]([CH2:7][OH:8])[cH:10]1. The reactants are OCC=1OC=C(C(C1)=O)OCC1=CC=C(C=C1)OC (2-(Hydroxymethyl)-5-[(4-methoxybenzyl)oxy]-4H-pyran-4-one), [NH4+] (ammonium). The solvent is C(C)O (ethanol). Reaction SMILES: [OH:1][CH2:2][C:3]1O[CH:5]=[C:6]([O:10][CH2:11][C:12]2[CH:17]=[CH:16][C:15]([O:18][CH3:19])=[CH:14][CH:13]=2)[C:7](=[O:9])[CH:8]=1.[NH4+:20]>C(O)C>[OH:1][CH2:2][C:3]1[NH:20][CH:5]=[C:6]([O:10][CH2:11][C:12]2[CH:17]=[CH:16][C:15]([O:18][CH3:19])=[CH:14][CH:13]=2)[C:7](=[O:9])[CH:8]=1. Product: OCC=1NC=C(C(C1)=O)OCC1=CC=C(C=C1)OC (2-(hydroxymethyl)-5-[(4-methoxybenzyl)oxy]pyridin-4(1H)-one). Reported procedure: 2-(Hydroxymethyl)-5-[(4-methoxybenzyl)oxy]-4H-pyran-4-one (1.2 g, 4.56 mmol) was dissolved in ethanol (3.0 mL), added an aqueous solution of ammonium (9.0 mL), sealed, and stirred at 100° C. for 6 hours. This operation was conducted for 4 lots, and the following treatments were conducted as a whole. The reaction solution was concentrated in vacuo. After adding diethylether, the reaction solution was cooled with ice. The deposited solid was filtered, washed with diethylether, and concentrated in ... Run at temperature 100 celsius, time 6 hour. Isolated yield 84.0%.